The task is: describe an organic reaction: reactants, conditions, products, and yield. This data is from the Open Reaction Database (ORD), a public repository of structured organic reaction records. Starting materials: CS(=O)(=O)N (Methanesulfonamide), [H-].[Na+] (sodium hydride), C(#N)C=1C=CC2=C(CN([C@@H](CN2CCS)CC2=CC=CC=C2)S(=O)(=O)CCC)C1 ((R)-7-Cyano-2,3,4,5-tetrahydro-1-(2-mercaptoethyl)-3-(phenylmethyl)-4-(propylsulfonyl)-1H-1,4-benzodiazepine). The solvent is C(Cl)Cl (DCM), C1CCOC1 (THF). Reaction conditions: time 30 minute. The product is C(#N)C=1C=CC2=C(CN([C@@H](CN2CCNS(=O)(=O)C)CC2=CC=CC=C2)S(=O)(=O)CCC)C1 ((R)-N-[2-[7-Cyano-2,3,4,5-tetrahydro-3-(phenylmethyl)-4-(propylsulfonyl)-1H-1,4-benzodiazepin-1-yl]ethyl]methanesulfonamide). Reaction SMILES: [CH3:1][S:2]([NH2:5])(=[O:4])=[O:3].[H-].[Na+].[C:8]([C:10]1[CH:11]=[CH:12][C:13]2[N:19]([CH2:20][CH2:21]S)[CH2:18][C@@H:17]([CH2:23][C:24]3[CH:29]=[CH:28][CH:27]=[CH:26][CH:25]=3)[N:16]([S:30]([CH2:33][CH2:34][CH3:35])(=[O:32])=[O:31])[CH2:15][C:14]=2[CH:36]=1)#[N:9]>C1COCC1.C(Cl)Cl>[C:8]([C:10]1[CH:11]=[CH:12][C:13]2[N:19]([CH2:20][CH2:21][NH:5][S:2]([CH3:1])(=[O:4])=[O:3])[CH2:18][C@@H:17]([CH2:23][C:24]3[CH:29]=[CH:28][CH:27]=[CH:26][CH:25]=3)[N:16]([S:30]([CH2:33][CH2:34][CH3:35])(=[O:31])=[O:32])[CH2:15][C:14]=2[CH:36]=1)#[N:9] |f:1.2|. Procedure details: Methanesulfonamide (23.8 mg, 0.25 mmol) was added to a suspension of sodium hydride (10 mg, 0.25 mmol, 60% in oil, washed with hexanes) in THF (1.5 mL). The mixture was stirred at rt for 30 min. and Compound B of Example 27 (47.6 mg, 0.1 mmol) was added. The resulting mixture was stirred at reflux temperature for 16 hours. The reaction mixture was cooled to rt, diluted with DCM (10 mL) and washed with water. The DCM solution was dried over Na2SO4 and concentrated. The residue was purified by pre...